Dataset: the Open Reaction Database (ORD), a public repository of structured organic reaction records. Task: describe an organic reaction: reactants, conditions, products, and yield Reactants: C1=CC=C(C=C1)[C@@H](CO)N ((S)-(+)-phenylglycinol), C1(=CC=C(C=C1)[C@]1(C(=C(C(O1)=O)O)O)C)C1=CC=CC=C1 ((S)-(+)-5-[(1,1'-biphenyl)-4-yl]-3,4-dihydroxy-5-methyl-2(5H)-furanone), C1(=CC=C(C=C1)[C@@](C(=O)O)(C)O)C1=CC=CC=C1 ((R)-(-)-2-[(1,1'-biphenyl)-4-yl]-2-hydroxypropionic acid). Yields the product C1(=CC=C(C=C1)[C@@]1(C(=C(C(O1)=O)O)O)C)C1=CC=CC=C1 ((R)-(-)-5-[(1,1'-Biphenyl)-4-yl]-3,4-dihydroxy-5-methyl-2(5H)-furanone), of(R)-(-)-5-[(1,1'-biphenyl)-4-yl]-3,4-dihydroxy-5-methyl-2(5H)-furanone. Yield: 19.0%. As a reaction SMILES: [C:1]1([C:16]2[CH:21]=[CH:20][CH:19]=[CH:18][CH:17]=2)[CH:6]=[CH:5][C:4]([C@:7]2([CH3:15])[O:11][C:10](=[O:12])[C:9]([OH:13])=[C:8]2[OH:14])=[CH:3][CH:2]=1.C1(C2C=CC=CC=2)C=CC([C@](O)(C)C(O)=O)=CC=1.C1C=CC([C@H](N)CO)=CC=1>>[C:1]1([C:16]2[CH:17]=[CH:18][CH:19]=[CH:20][CH:21]=2)[CH:6]=[CH:5][C:4]([C@@:7]2([CH3:15])[O:11][C:10](=[O:12])[C:9]([OH:13])=[C:8]2[OH:14])=[CH:3][CH:2]=1. Procedure: (R)-(-)-5-[(1,1'-Biphenyl)-4-yl]-3,4-dihydroxy-5-methyl-2(5H)-furanone was prepared in an analogous manner as described for (S)-(+)-5-[(1,1'-biphenyl)-4-yl]-3,4-dihydroxy-5-methyl-2(5H)-furanone starting with 1.9 g (5.0 mmol) of the diastereomerically pure salt of (R)-(-)-2-[(1,1'-biphenyl)-4-yl]-2-hydroxypropionic acid and (S)-(+)-phenylglycinol to provide 280 mg (19% yield) of(R)-(-)-5-[(1,1'-biphenyl)-4-yl]-3,4-dihydroxy-5-methyl-2(5H)-furanone as a white crystalline material: mp 197-199° C. ... The reactants are N#Cc1c(N)nc2ccc(N3CCN(Cc4ccccc4)CC3)cc2c1Cl, NCc1ccccc1, O. Product: N#Cc1c(N)nc2ccc(N3CCN(Cc4ccccc4)CC3)cc2c1NCc1ccccc1. Reaction SMILES: [NH2:1][c:2]1[n:3][c:4]2[cH:5][cH:6][c:7]([N:15]3[CH2:16][CH2:17][N:18]([CH2:21][c:22]4[cH:23][cH:24][cH:25][cH:26][cH:27]4)[CH2:19][CH2:20]3)[cH:8][c:9]2[c:10]([Cl:14])[c:11]1[C:12]#[N:13].[NH2:28][CH2:29][c:30]1[cH:31][cH:32][cH:33][cH:34][cH:35]1.[OH2:36]>>[NH2:1][c:2]1[n:3][c:4]2[cH:5][cH:6][c:7]([N:15]3[CH2:16][CH2:17][N:18]([CH2:21][c:22]4[cH:23][cH:24][cH:25][cH:26][cH:27]4)[CH2:19][CH2:20]3)[cH:8][c:9]2[c:10]([NH:28][CH2:29][c:30]2[cH:31][cH:32][cH:33][cH:34][cH:35]2)[c:11]1[C:12]#[N:13]. Reactants: O=CC(=O)O, CC(C)(C)c1cccc(C(C)(C)C)c1O, CC(=O)O, Cl. The product is CC(C)(C)c1cc(C(Cl)C(=O)O)cc(C(C)(C)C)c1O. As a reaction SMILES: [C:16]([CH:17]=[O:18])(=[O:19])[OH:20].[C:1]([CH3:2])([CH3:3])([CH3:4])[c:5]1[c:6]([OH:15])[c:7]([C:11]([CH3:12])([CH3:13])[CH3:14])[cH:8][cH:9][cH:10]1.[CH3:22][C:23](=[O:24])[OH:25].[ClH:21]>>[C:1]([CH3:2])([CH3:3])([CH3:4])[c:5]1[c:6]([OH:15])[c:7]([C:11]([CH3:12])([CH3:13])[CH3:14])[cH:8][c:9]([CH:17]([C:16](=[O:19])[OH:20])[Cl:21])[cH:10]1. Reactants: [OH-].[Na+] (sodium hydroxide), N1C=C(C2=CC=CC=C12)CCNC1=C2N=CN(C2=NC(=N1)C=1C=NC=C(C1)F)[C@@H](COCC1=CC=CC=C1)C ((R)—N-(2-(1H-indol-3-yl)ethyl)-9-(1-(benzyloxy)propan-2-yl)-2-(5-fluoropyridin-3-yl)-9H-purin-6-amine), B(Cl)(Cl)Cl (BCl3). Run in C(Cl)Cl (DCM), C(Cl)Cl (DCM). The product is N1C=C(C2=CC=CC=C12)CCNC1=C2N=CN(C2=NC(=N1)C=1C=NC=C(C1)F)[C@@H](CO)C ((R)-2-(6-(2-(1H-indol-3-yl)ethylamino)-2-(5-fluoropyridin-3-yl)-9H-purin-9-yl)propan-1-ol). Reaction SMILES: [NH:1]1[C:9]2[C:4](=[CH:5][CH:6]=[CH:7][CH:8]=2)[C:3]([CH2:10][CH2:11][NH:12][C:13]2[N:21]=[C:20]([C:22]3[CH:23]=[N:24][CH:25]=[C:26]([F:28])[CH:27]=3)[N:19]=[C:18]3[C:14]=2[N:15]=[CH:16][N:17]3[C@H:29]([CH3:39])[CH2:30][O:31]CC2C=CC=CC=2)=[CH:2]1.B(Cl)(Cl)Cl.[OH-].[Na+]>C(Cl)Cl>[NH:1]1[C:9]2[C:4](=[CH:5][CH:6]=[CH:7][CH:8]=2)[C:3]([CH2:10][CH2:11][NH:12][C:13]2[N:21]=[C:20]([C:22]3[CH:23]=[N:24][CH:25]=[C:26]([F:28])[CH:27]=3)[N:19]=[C:18]3[C:14]=2[N:15]=[CH:16][N:17]3[C@H:29]([CH3:39])[CH2:30][OH:31])=[CH:2]1 |f:2.3|. Reported procedure: A solution of (R)—N-(2-(1H-indol-3-yl)ethyl)-9-(1-(benzyloxy)propan-2-yl)-2-(5-fluoropyridin-3-yl)-9H-purin-6-amine (b) (0.15 g, 0.29 mmol) in DCM (10 ml) was treated with BCl3 (1M, 2.9 ml, 2.9 mmol) in DCM (10 ml) at −78° C. for 2 hr. 1N aqueous sodium hydroxide solution was added, and the mixture was extracted with DCM. The combined organic extracts were dried over sodium sulfate, filtered, and concentrated and the residue was purified by silica gel column chromatography (5% MeOH in DCM eluant... RXN SMILES: C1CCC(N=C=NC2CCCCC2)CC1.[NH:16]([C:24]([O:26][CH2:27][C:28]1[CH:33]=[CH:32][CH:31]=[CH:30][CH:29]=1)=[O:25])[C@H:17]([C:21]([OH:23])=O)[CH:18]([CH3:20])[CH3:19].[NH2:34][C@H:35]([C:43]([OH:45])=[O:44])[CH2:36][C:37]1[CH:42]=[CH:41][CH:40]=[CH:39][CH:38]=1.[N:46]1([NH-:52])[CH2:51][CH2:50][O:49][CH2:48][CH2:47]1>C(Cl)Cl>[NH:16]([C:24]([O:26][CH2:27][C:28]1[CH:33]=[CH:32][CH:31]=[CH:30][CH:29]=1)=[O:25])[C@H:17]([C:21]([NH:34][C@H:35]([C:43]([OH:45])=[O:44])[CH2:36][C:37]1[CH:42]=[CH:41][CH:40]=[CH:39][CH:38]=1)=[O:23])[CH:18]([CH3:19])[CH3:20].[N:46]1([NH-:52])[CH2:51][CH2:50][O:49][CH2:48][CH2:47]1 |f:2.3,5.6|. Reaction conditions: time 15 minute. Product: N([C@@H](C(C)C)C(=O)N[C@@H](CC1=CC=CC=C1)C(=O)O)C(=O)OCC1=CC=CC=C1.N1(CCOCC1)[NH-] (Z-(L)-Val-(L)-Phe morpholin-4-ylamide). The solvent is C(Cl)Cl (methylene chloride), ice. Reactants: C1CCC(CC1)N=C=NC2CCCCC2 (DCC), N([C@@H](C(C)C)C(=O)O)C(=O)OCC1=CC=CC=C1 (Z-(L)-Val-OH), N[C@@H](CC1=CC=CC=C1)C(=O)O.N1(CCOCC1)[NH-] (H-(L)-Phe morpholin-4-ylamide). Reported procedure: 1.75 g of DCC are added to a solution of 2.14 g of Z-(L)-Val-OH in 80 ml of absolute ice-cooled methylene chloride and after stirring for 20 minutes at that temperature a solution of 2 g of H-(L)-Phe-morpholin-4-ylamide is added dropwise thereto over a period of 15 minutes. The reaction mixture is stirred for a further 24 hours at room temperature and the urea that forms is filtered off. The filtrate is washed in succession with aqueous sodium hydrogen carbonate solution and brine and, after dry... Reactants: CCC=O, CC(C)CN(C(CO)CCCCNC(=O)C(N)Cc1ccc2ccccc2c1)S(=O)(=O)c1ccc(N)cc1. The product is CCCNC(Cc1ccc2ccccc2c1)C(=O)NCCCCC(CO)N(CC(C)C)S(=O)(=O)c1ccc(N)cc1. RXN SMILES: [CH:39]([CH2:40][CH3:41])=[O:42].[NH2:1][CH:2]([C:3](=[O:4])[NH:5][CH2:6][CH2:7][CH2:8][CH2:9][CH:10]([CH2:11][OH:12])[N:13]([CH2:14][CH:15]([CH3:16])[CH3:17])[S:18](=[O:19])(=[O:20])[c:21]1[cH:22][cH:23][c:24]([NH2:27])[cH:25][cH:26]1)[CH2:28][c:29]1[cH:30][c:31]2[cH:32][cH:33][cH:34][cH:35][c:36]2[cH:37][cH:38]1>>[NH:1]([CH:2]([C:3](=[O:4])[NH:5][CH2:6][CH2:7][CH2:8][CH2:9][CH:10]([CH2:11][OH:12])[N:13]([CH2:14][CH:15]([CH3:16])[CH3:17])[S:18](=[O:19])(=[O:20])[c:21]1[cH:22][cH:23][c:24]([NH2:27])[cH:25][cH:26]1)[CH2:28][c:29]1[cH:30][c:31]2[cH:32][cH:33][cH:34][cH:35][c:36]2[cH:37][cH:38]1)[CH2:39][CH2:40][CH3:41]. Reactants: CN(C)CCCO, CCOC(=O)N=NC(=O)OCC, C1CCOC1, O=C1CSc2cc(O)ccc2N1, c1ccc(P(c2ccccc2)c2ccccc2)cc1. The product is CN(C)CCCOc1ccc2c(c1)SCC(=O)N2. As a reaction SMILES: [CH3:1][N:2]([CH2:3][CH2:4][CH2:5][OH:6])[CH3:7].[O:39]=[C:40]([O:41][CH2:42][CH3:43])[N:44]=[N:45][C:46]([O:47][CH2:48][CH3:49])=[O:50].[O:51]1[CH2:52][CH2:53][CH2:54][CH2:55]1.[OH:8][c:9]1[cH:10][c:11]2[c:12]([cH:18][cH:19]1)[NH:13][C:14](=[O:17])[CH2:15][S:16]2.[c:20]1([P:21]([c:22]2[cH:23][cH:24][cH:25][cH:26][cH:27]2)[c:28]2[cH:29][cH:30][cH:31][cH:32][cH:33]2)[cH:34][cH:35][cH:36][cH:37][cH:38]1>>[CH3:1][N:2]([CH2:3][CH2:4][CH2:5][O:6][c:9]1[cH:10][c:11]2[c:12]([cH:18][cH:19]1)[NH:13][C:14](=[O:17])[CH2:15][S:16]2)[CH3:7].